This data is from the Open Reaction Database (ORD), a public repository of structured organic reaction records. The task is: describe an organic reaction: reactants, conditions, products, and yield The reactants are BrC1=CC(=C(N(C)C)C=C1)F (4-Bromo-2-fluoro-N,N-dimethylaniline), C(C)B(C1=CC=NC=C1)CC (Diethyl (4-pyridyl borane)). Reagents/catalysts: tetrakis triphenyl phosphine palladium (0). Yields the product FC1=C(N(C)C)C=CC(=C1)C1=CC=NC=C1 (2-Fluoro-N,N-dimethyl-4-(pyridin-4-yl)aniline). Isolated yield 44.0%. Reaction SMILES: Br[C:2]1[CH:10]=[CH:9][C:5]([N:6]([CH3:8])[CH3:7])=[C:4]([F:11])[CH:3]=1.C(B(CC)[C:15]1[CH:20]=[CH:19][N:18]=[CH:17][CH:16]=1)C>>[F:11][C:4]1[CH:3]=[C:2]([C:15]2[CH:20]=[CH:19][N:18]=[CH:17][CH:16]=2)[CH:10]=[CH:9][C:5]=1[N:6]([CH3:8])[CH3:7]. Reported procedure: 4-Bromo-2-fluoroaniline was methylated by treating it with dimethylsulphate to give a 26% yield of 4-Bromo-2-fluoro-N,N-dimethylaniline (XI) as a red oil. The resultant 4-Bromo-2-fluoro-N,N-dimethylaniline was coupled to diethyl (4-pyridyl)borane (I) using a tetrakis triphenyl phosphine palladium (0) catalyst to give 2-Fluoro-N,N-dimethyl-4-(pyridin-4-yl)aniline (XII) in a 44% yield. This was methylated by refluxing it in acetonitrile in the presence of methyl iodide and the product 4-(4-(dimeth... Reactants: O=C([O-])[O-], CC[N+](CC)(CC)Cc1ccccc1, C#CCOc1ccc2[nH]c(=O)nc(-c3ccc(C(C)C)cc3)c2c1, [Cl-], [K+], [K+], C1=C(c2ccccc2)O1, C1COCCO1. Yields the product C#CCOc1ccc2c(c1)c(-c1ccc(C(C)C)cc1)nc(=O)n2CC(O)c1ccccc1. Reaction SMILES: [C:34](=[O:35])([O-:36])[O-:37].[CH2:41]([N+:42]([CH2:43][CH3:44])([CH2:45][CH3:46])[CH2:47][CH3:48])[c:49]1[cH:50][cH:51][cH:52][cH:53][cH:54]1.[CH:1]([CH3:2])([CH3:3])[c:4]1[cH:5][cH:6][c:7](-[c:10]2[n:11][c:12](=[O:24])[nH:13][c:14]3[cH:15][cH:16][c:17]([O:20][CH2:21][C:22]#[CH:23])[cH:18][c:19]23)[cH:8][cH:9]1.[Cl-:40].[K+:38].[K+:39].[O:25]1[CH:26]=[C:27]1[c:28]1[cH:29][cH:30][cH:31][cH:32][cH:33]1.[O:55]1[CH2:56][CH2:57][O:58][CH2:59][CH2:60]1>>[CH:1]([CH3:2])([CH3:3])[c:4]1[cH:5][cH:6][c:7](-[c:10]2[n:11][c:12](=[O:24])[n:13]([CH2:26][CH:27]([OH:25])[c:28]3[cH:29][cH:30][cH:31][cH:32][cH:33]3)[c:14]3[cH:15][cH:16][c:17]([O:20][CH2:21][C:22]#[CH:23])[cH:18][c:19]23)[cH:8][cH:9]1.